From a dataset of the Open Reaction Database (ORD), a public repository of structured organic reaction records. describe an organic reaction: reactants, conditions, products, and yield Starting materials: O (water), O (Water), FC1=CC(=C(OC=2C(=NC=NC2)OCC(=O)OC)C=C1N1C(N(C(=CC1=O)C(F)(F)F)C)=O)[N+](=O)[O-] (5-{4-fluoro-5-[3-methyl-2,6-dioxo-4-(trifluoromethyl)-1,2,3,6-tetrahydropyrimidin-1-yl]-2-nitrophenoxy}-4-(methoxycarbonyl)methoxypyrimidine). Reagents/catalysts: [Fe] (iron). Solvent: C(C)(=O)O (acetic acid), C(C)(=O)O (acetic acid), C(C)(=O)OCC (ethyl acetate). Run at temperature 35 celsius, time 2 hour. The product is NC1=C(OC=2C(=NC=NC2)OCC(=O)OC)C=C(C(=C1)F)N1C(N(C(=CC1=O)C(F)(F)F)C)=O (5-{2-amino-4-fluoro-5-[3-methyl-2,6-dioxo-4-(trifluoromethyl)-1,2,3,6-tetrahydropyrimidin-1-yl]phenoxy}-4-(methoxycarbonyl)methoxypyrimidine). The yield is 85.1%. RXN SMILES: O.[F:2][C:3]1[C:21]([N:22]2[C:27](=[O:28])[CH:26]=[C:25]([C:29]([F:32])([F:31])[F:30])[N:24]([CH3:33])[C:23]2=[O:34])=[CH:20][C:6]([O:7][C:8]2[C:9]([O:14][CH2:15][C:16]([O:18][CH3:19])=[O:17])=[N:10][CH:11]=[N:12][CH:13]=2)=[C:5]([N+:35]([O-])=O)[CH:4]=1>C(O)(=O)C.C(OCC)(=O)C.[Fe]>[NH2:35][C:5]1[CH:4]=[C:3]([F:2])[C:21]([N:22]2[C:27](=[O:28])[CH:26]=[C:25]([C:29]([F:30])([F:32])[F:31])[N:24]([CH3:33])[C:23]2=[O:34])=[CH:20][C:6]=1[O:7][C:8]1[C:9]([O:14][CH2:15][C:16]([O:18][CH3:19])=[O:17])=[N:10][CH:11]=[N:12][CH:13]=1. Procedure details: To a mixture of 0.4 g of an iron powder, 2 ml of acetic acid and 0.2 ml of water was added a solution of 0.393 g of 5-{4-fluoro-5-[3-methyl-2,6-dioxo-4-(trifluoromethyl)-1,2,3,6-tetrahydropyrimidin-1-yl]-2-nitrophenoxy}-4-(methoxycarbonyl)methoxypyrimidine in 1 ml of acetic acid and 2 ml of ethyl acetate dropwise. After completion of the addition, the mixture was stirred for 1 hour at room temperature, for 2 hours at 30-40° C. Water was added to the mixture, then, the mixture was filtrated throu...